From a dataset of the Open Reaction Database (ORD), a public repository of structured organic reaction records. describe an organic reaction: reactants, conditions, products, and yield Reactants: [H-].[Na+] (sodium hydride), CI (methyl iodide), CI (methyl iodide), [H-].[Na+] (sodium hydride), OC1C=2C(=NN(C2CC(C1)(C)C)C1=NC=CC=C1)C (4-hydroxy-1-(2-pyridyl)-3,6,6-trimethyl-4,5,6,7-tetrahydroindazole), CI (methyl iodide). Run in O1CCCC1 (tetrahydrofuran). Run at time 5 minute. The product is COC1C=2C(=NN(C2CC(C1)(C)C)C1=NC=CC=C1)C (4-Methoxy-1-(2-pyridyl)-3,6,6-trimethyl-4,5,6,7-tetrahydroindazole). Yield: 81.3%. Reaction SMILES: [H-].[Na+].[OH:3][CH:4]1[CH2:12][C:11]([CH3:14])([CH3:13])[CH2:10][C:9]2[N:8]([C:15]3[CH:20]=[CH:19][CH:18]=[CH:17][N:16]=3)[N:7]=[C:6]([CH3:21])[C:5]1=2.[CH3:22]I>O1CCCC1>[CH3:22][O:3][CH:4]1[CH2:12][C:11]([CH3:14])([CH3:13])[CH2:10][C:9]2[N:8]([C:15]3[CH:20]=[CH:19][CH:18]=[CH:17][N:16]=3)[N:7]=[C:6]([CH3:21])[C:5]1=2 |f:0.1|. Procedure: 0.11 g (2.04 mmol) of 55% sodium hydride in oil were added to a solution of 4-hydroxy-1-(2-pyridyl)-3,6,6-trimethyl-4,5,6,7-tetrahydroindazole (0.35 g, 1.36 mmol), prepared as described in example 12, in dry tetrahydrofuran (5 ml) maintained under magnetic stirring and inhert atmosphere at 0° C. After 5 minutes, 0.13 ml (2.04 mmol) of methyl iodide were added, the reaction mixture was allowed to warm to room temperature and after 3.5 hours further 0.13 ml of methyl iodide were added. Stirring wa...